From a dataset of the Open Reaction Database (ORD), a public repository of structured organic reaction records. describe an organic reaction: reactants, conditions, products, and yield The reactants are [Br-], CC(=O)O, C[N+](C)(C)C, CCOC(C)=O, Oc1ccc(CCNCC(O)c2cnc(Cl)c(Cl)c2)cc1, O, [Zn]. Yields the product Oc1ccc(CCNCC(O)c2cncc(Cl)c2)cc1. Reaction SMILES: [Br-:27].[CH3:22][C:23](=[O:24])[OH:25].[CH3:28][N+:29]([CH3:30])([CH3:31])[CH3:32].[CH3:33][CH2:34][O:35][C:36](=[O:37])[CH3:38].[Cl:1][c:2]1[cH:3][c:4]([CH:9]([CH2:10][NH:11][CH2:12][CH2:13][c:14]2[cH:15][cH:16][c:17]([OH:20])[cH:18][cH:19]2)[OH:21])[cH:5][n:6][c:7]1[Cl:8].[OH2:26].[Zn:39]>>[Cl:1][c:2]1[cH:3][c:4]([CH:9]([CH2:10][NH:11][CH2:12][CH2:13][c:14]2[cH:15][cH:16][c:17]([OH:20])[cH:18][cH:19]2)[OH:21])[cH:5][n:6][cH:7]1. Starting materials: C(C(C)C)NC(C(C)(C1=CC=C(C=C1)B1OC(C(O1)(C)C)(C)C)C)=O (N-isobutyl-2-methyl-2-(4-(4,4,5,5-tetramethyl-1,3,2-dioxaborolan-2-yl)phenyl)propanamide), C(=O)([O-])[O-].[K+].[K+] (K2CO3), CN1C(=CC=C1)Br (N-methyl-2-bromopyrrole). Reagents/catalysts: C=1C=CC(=CC1)[P](C=2C=CC=CC2)(C=3C=CC=CC3)[Pd]([P](C=4C=CC=CC4)(C=5C=CC=CC5)C=6C=CC=CC6)([P](C=7C=CC=CC7)(C=8C=CC=CC8)C=9C=CC=CC9)[P](C=1C=CC=CC1)(C=1C=CC=CC1)C=1C=CC=CC1 (Pd(PPh3)4). Solvent: COCCOC.O (DME H2O), [Cl-].[Na+].O (brine). Reaction conditions: temperature 85 celsius, time 8 hour. Product: C(C(C)C)NC(C(C)(C1=CC=C(C=C1)C=1N(C=CC1)C)C)=O (N-isobutyl-2-methyl-2-(4-(1-methyl-1H-pyrrol-2-yl)phenyl)propanamide). RXN SMILES: [CH2:1]([NH:5][C:6](=[O:25])[C:7]([CH3:24])([C:9]1[CH:14]=[CH:13][C:12](B2OC(C)(C)C(C)(C)O2)=[CH:11][CH:10]=1)[CH3:8])[CH:2]([CH3:4])[CH3:3].C([O-])([O-])=O.[K+].[K+].[CH3:32][N:33]1[CH:37]=[CH:36][CH:35]=[C:34]1Br>COCCOC.O.[Cl-].[Na+].O.C1C=CC([P]([Pd]([P](C2C=CC=CC=2)(C2C=CC=CC=2)C2C=CC=CC=2)([P](C2C=CC=CC=2)(C2C=CC=CC=2)C2C=CC=CC=2)[P](C2C=CC=CC=2)(C2C=CC=CC=2)C2C=CC=CC=2)(C2C=CC=CC=2)C2C=CC=CC=2)=CC=1>[CH2:1]([NH:5][C:6](=[O:25])[C:7]([CH3:8])([C:9]1[CH:10]=[CH:11][C:12]([C:34]2[N:33]([CH3:32])[CH:37]=[CH:36][CH:35]=2)=[CH:13][CH:14]=1)[CH3:24])[CH:2]([CH3:3])[CH3:4] |f:1.2.3,5.6,7.8.9,^1:52,54,73,92|. Procedure details: To a solution of N-isobutyl-2-methyl-2-(4-(4,4,5,5-tetramethyl-1,3,2-dioxaborolan-2-yl)phenyl)propanamide (example 23a) (19.04 g, 55.14 mmol), K2CO3 (22.86 g, 165.4 mmol), and N-methyl-2-bromopyrrole (7.50 g, 93.74 mmol) in DME/H2O (4/1, 300 mL) was added Pd(PPh3)4 (3.20 g, 2.76 mmol) at RT under argon and the reaction mixture was stirred at 85° C. overnight. After it was cooled down to room temperature, the reaction mixture was diluted with brine, and extracted with EtOAc (3×). The combined org... Starting materials: COc1cc2ncnc(Oc3ccc(C(NC(=O)OC(C)(C)C)C(=O)Nc4nc(C)c(C)s4)cc3)c2cc1OC, O=C(O)C(F)(F)F. Yields the product COc1cc2ncnc(Oc3ccc(C(N)C(=O)Nc4nc(C)c(C)s4)cc3)c2cc1OC. RXN SMILES: [C:1]([O:2][C:3](=[O:4])[NH:8][CH:9]([C:10](=[O:11])[NH:12][c:13]1[s:14][c:15]([CH3:19])[c:16]([CH3:18])[n:17]1)[c:20]1[cH:21][cH:22][c:23]([O:26][c:27]2[n:28][cH:29][n:30][c:31]3[cH:32][c:33]([O:39][CH3:40])[c:34]([O:37][CH3:38])[cH:35][c:36]23)[cH:24][cH:25]1)([CH3:5])([CH3:6])[CH3:7].[OH:41][C:42]([C:43]([F:44])([F:45])[F:46])=[O:47]>>[NH2:8][CH:9]([C:10](=[O:11])[NH:12][c:13]1[s:14][c:15]([CH3:19])[c:16]([CH3:18])[n:17]1)[c:20]1[cH:21][cH:22][c:23]([O:26][c:27]2[n:28][cH:29][n:30][c:31]3[cH:32][c:33]([O:39][CH3:40])[c:34]([O:37][CH3:38])[cH:35][c:36]23)[cH:24][cH:25]1.